This data is from the Open Reaction Database (ORD), a public repository of structured organic reaction records. The task is: describe an organic reaction: reactants, conditions, products, and yield The reactants are P(=O)(Cl)(Cl)Cl (phosphorus oxychloride), C(O)([O-])=O.[Na+] (sodium hydrogencarbonate), C(C)OC(=O)C1=C(SC=C1C)NC(C1=CC(=CC=C1)CN(CC)CC)=O (2-(3-diethylaminomethyl-benzoylamino)-4-methyl-thiophene-3-carboxylic acid ethyl ester). Solvent: CN(C=O)C (N,N-dimethylformamide). Conditions: temperature 80 celsius, time 5 minute. The product is C(C)OC(=O)C1=C(SC(=C1C)C=O)NC(C1=CC(=CC=C1)CN(CC)CC)=O (2-(3-diethylaminomethyl-benzoylamino)-5-formyl-4-methylthiophene-3-carboxylic acid ethyl ester), intermediate. Isolated yield 53.0%. As a reaction SMILES: P(Cl)(Cl)(Cl)=O.[CH2:6]([O:8][C:9]([C:11]1[C:15]([CH3:16])=[CH:14][S:13][C:12]=1[NH:17][C:18](=[O:31])[C:19]1[CH:24]=[CH:23][CH:22]=[C:21]([CH2:25][N:26]([CH2:29][CH3:30])[CH2:27][CH3:28])[CH:20]=1)=[O:10])[CH3:7].[C:32](=O)([O-])[OH:33].[Na+]>CN(C)C=O>[CH2:6]([O:8][C:9]([C:11]1[C:15]([CH3:16])=[C:14]([CH:32]=[O:33])[S:13][C:12]=1[NH:17][C:18](=[O:31])[C:19]1[CH:24]=[CH:23][CH:22]=[C:21]([CH2:25][N:26]([CH2:29][CH3:30])[CH2:27][CH3:28])[CH:20]=1)=[O:10])[CH3:7] |f:2.3|. Procedure: Separately, phosphorus oxychloride (200 μl) was added dropwise to N,N-dimethylformamide (73 mg) at 0° C., and the mixture was stirred at that temperature for 5 min. The reaction system was heated to 80° C., 2-(3-diethylaminomethyl-benzoylamino)-4-methyl-thiophene-3-carboxylic acid ethyl ester (187 mg) synthesized by the above process was then added thereto, and the mixture was stirred at that temperature for 3 hr. After the completion of the reaction, the reaction solution was neutralized with a... As a reaction SMILES: [Br:21][CH2:22][CH2:23][CH2:24][CH2:25][Br:26].[Br:33][CH:34]([Br:35])[CH2:36][CH2:37][CH3:38].[C:27](=[O:28])([O-:29])[O-:30].[CH3:1][C:2]([CH3:3])([O:4][C:5](=[O:6])[N:7]1[CH2:8][CH2:9][N:10]([c:13]2[n:14][cH:15][cH:16][cH:17][c:18]2[NH2:19])[CH2:11][CH2:12]1)[CH3:20].[CH3:39][C:40]#[N:41].[K+:31].[K+:32].[OH2:42]>>[CH3:1][C:2]([CH3:3])([O:4][C:5](=[O:6])[N:7]1[CH2:8][CH2:9][N:10]([c:13]2[n:14][cH:15][cH:16][cH:17][c:18]2[N:19]2[CH2:22][CH2:23][CH2:24][CH2:25]2)[CH2:11][CH2:12]1)[CH3:20]. Starting materials: BrCCCCBr, CCCC(Br)Br, O=C([O-])[O-], CC(C)(C)OC(=O)N1CCN(c2ncccc2N)CC1, CC#N, [K+], [K+], O. Product: CC(C)(C)OC(=O)N1CCN(c2ncccc2N2CCCC2)CC1. The reactants are C1(CCCC1)S(=O)NC1=C(OCC2=CC=C(C(=O)OC)C=C2)C=C(C=C1)C(F)(F)F (methyl 4-(2-cyclopentylsulfinylamino-5-trifluoromethylphenoxymethyl)benzoate), ClC1=CC(=CC=C1)C(=O)OO (meta-chloroperbenzoic acid). Solvent: C(C)(=O)OCC (ethyl acetate), C(Cl)Cl (methylene chloride). Run at time 1 hour. Product: C1(CCCC1)S(=O)(=O)NC1=C(OCC2=CC=C(C(=O)OC)C=C2)C=C(C=C1)C(F)(F)F (Methyl 4-(2-cyclopentylsulfonylamino-5-trifluoromethylphenoxymethyl)-benzoate). Yield: 100.3%. As a reaction SMILES: [CH:1]1([S:6]([NH:8][C:9]2[CH:26]=[CH:25][C:24]([C:27]([F:30])([F:29])[F:28])=[CH:23][C:10]=2[O:11][CH2:12][C:13]2[CH:22]=[CH:21][C:16]([C:17]([O:19][CH3:20])=[O:18])=[CH:15][CH:14]=2)=[O:7])[CH2:5][CH2:4][CH2:3][CH2:2]1.ClC1C=CC=C(C(OO)=[O:39])C=1>C(Cl)Cl.C(OCC)(=O)C>[CH:1]1([S:6]([NH:8][C:9]2[CH:26]=[CH:25][C:24]([C:27]([F:30])([F:28])[F:29])=[CH:23][C:10]=2[O:11][CH2:12][C:13]2[CH:22]=[CH:21][C:16]([C:17]([O:19][CH3:20])=[O:18])=[CH:15][CH:14]=2)(=[O:39])=[O:7])[CH2:5][CH2:4][CH2:3][CH2:2]1. Procedure details: To a solution of methyl 4-(2-cyclopentylsulfinylamino-5-trifluoromethylphenoxymethyl)benzoate (305 mg; prepared in Reference Example 33.) in methylene chloride (4.0 ml), meta-chloroperbenzoic acid (456 mg) was added at 0° C. The mixture was stirred for 1 hour. The reaction mixture was diluted with ethyl acetate, washed, dried over and concentrated under the reduced pressure to give the title compound (317 mg) having the following physical data.